Dataset: the Open Reaction Database (ORD), a public repository of structured organic reaction records. Task: describe an organic reaction: reactants, conditions, products, and yield Starting materials: CO, [Cl-], [NH4+], [Na], N#Cc1cccnn1. Product: N=C(N)c1cccnn1. As a reaction SMILES: [CH3:12][OH:13].[Cl-:10].[NH4+:11].[Na:1].[n:2]1[n:3][c:4]([C:8]#[N:9])[cH:5][cH:6][cH:7]1>>[n:2]1[n:3][c:4]([C:8](=[NH:9])[NH2:11])[cH:5][cH:6][cH:7]1.